From a dataset of the Open Reaction Database (ORD), a public repository of structured organic reaction records. describe an organic reaction: reactants, conditions, products, and yield The reagents and catalysts are [Pd] (Palladium/charcoal). Solvent: O (water), O1CCOCC1 (dioxan), O1CCOCC1 (dioxan). Run at time 20 minute. Procedure details: 10% Palladium/charcoal catalyst (15 mg), suspended in 50% aqueous dioxan (4 ml) was pre-hydrogenolysed for 20 mins. To this was then added a solution of p-nitrobenzyl 3-[E-2-carbamoylethenyl thio]-6-[1-p-nitrobenzyloxycarbonyloxyethyl]-7-oxo-1-azabicyclo[3.2.0]hept-2-ene-2-carboxylate (11 mg) in 50% aqueous dioxan (6 ml). After hydrogenolysis for 21/2 hr., sodium hydrogen carbonate (1.5 mg) in water (1 ml) was added. The dioxan was removed in vacuo and the aqueous phase extracted with ethyl acet... Reactants: C(O)([O-])=O.[Na+] (sodium hydrogen carbonate), C(N)(=O)/C=C/SC1=C(N2C(C(C2C1)C(C)OC(=O)OCC1=CC=C(C=C1)[N+](=O)[O-])=O)C(=O)OCC1=CC=C(C=C1)[N+](=O)[O-] (p-nitrobenzyl 3-[E-2-carbamoylethenyl thio]-6-[1-p-nitrobenzyloxycarbonyloxyethyl]-7-oxo-1-azabicyclo[3.2.0]hept-2-ene-2-carboxylate). Yields the product C(N)(=O)/C=C/SC1=C(N2C(C(C2C1)C(C)O)=O)C(=O)[O-].[Na+] (Sodium 3-[E-2-carbamoylethenylthio]-6-[1-hydroxyethyl]-7-oxo-1-azabicyclo[3.2.0]hept-2-ene-2-carboxylate). As a reaction SMILES: [C:1](/[CH:4]=[CH:5]/[S:6][C:7]1[CH2:13][CH:12]2[N:9]([C:10](=[O:30])[CH:11]2[CH:14]([O:16]C(OCC2C=CC([N+]([O-])=O)=CC=2)=O)[CH3:15])[C:8]=1[C:31]([O:33]CC1C=CC([N+]([O-])=O)=CC=1)=[O:32])(=[O:3])[NH2:2].C(=O)([O-])O.[Na+:48]>[Pd].O1CCOCC1.O>[C:1](/[CH:4]=[CH:5]/[S:6][C:7]1[CH2:13][CH:12]2[N:9]([C:10](=[O:30])[CH:11]2[CH:14]([OH:16])[CH3:15])[C:8]=1[C:31]([O-:33])=[O:32])(=[O:3])[NH2:2].[Na+:48] |f:1.2,6.7|.